Dataset: the Open Reaction Database (ORD), a public repository of structured organic reaction records. Task: describe an organic reaction: reactants, conditions, products, and yield Reactants: NCc1ccc(-c2nc3c(N4CCN(Cc5cccnc5)CC4)c(Br)cnc3[nH]2)cc1, CC(C)(C)OC(=O)NCc1nc2c(N3CCN(Cc4cccnc4)CC3)c(Br)cnc2[nH]1, ClCCl, O=C(O)C(F)(F)F. Yields the product NCc1nc2c(N3CCN(Cc4cccnc4)CC3)c(Br)cnc2[nH]1. As a reaction SMILES: [Br:1][c:2]1[c:3]([N:4]2[CH2:5][CH2:6][N:7]([CH2:8][c:9]3[cH:10][n:11][cH:12][cH:13][cH:14]3)[CH2:15][CH2:16]2)[c:17]2[n:18][c:19](-[c:20]3[cH:21][cH:22][c:23]([CH2:24][NH2:25])[cH:26][cH:27]3)[nH:28][c:29]2[n:30][cH:31]1.[Br:32][c:33]1[c:34]([N:51]2[CH2:52][CH2:53][N:54]([CH2:57][c:58]3[cH:59][n:60][cH:61][cH:62][cH:63]3)[CH2:55][CH2:56]2)[c:35]2[c:36]([n:37][cH:38]1)[nH:39][c:40]([CH2:42][NH:43][C:44](=[O:45])[O:46][C:47]([CH3:48])([CH3:49])[CH3:50])[n:41]2.[Cl:71][CH2:72][Cl:73].[F:64][C:65]([F:66])([F:67])[C:68]([OH:69])=[O:70]>>[Br:32][c:33]1[c:34]([N:51]2[CH2:52][CH2:53][N:54]([CH2:57][c:58]3[cH:59][n:60][cH:61][cH:62][cH:63]3)[CH2:55][CH2:56]2)[c:35]2[c:36]([n:37][cH:38]1)[nH:39][c:40]([CH2:42][NH2:43])[n:41]2. Reactants: CC(C)([O-])C.[K+] (Potassium tert-butoxide), C1(=C(C(=CC(=C1)C)C)S(=O)(=O)[O-])C.N[N+]1=C(C=C(C=C1)OC)C#CCC (N-amino-2-(1-butynyl)-4-methoxypyridinium mesitylenesulfonate), C(C)(=O)OCC (ethyl acetate), O (Water). Run in O1CCCC1 (tetrahydrofuran), CN(C=O)C (N,N-dimethylformamide). Reaction conditions: time 1 hour. Yields the product C(C)C1=NN2C(C(=CC=C2)OC)=C1 (2-Ethyl-4-methoxypyrazolo[1,5-a]pyridine). Yield: 66.5%. As a reaction SMILES: C[C:2](C)([O-:4])C.[K+].C1(C)C=C(C)C=C(C)C=1S([O-])(=O)=O.[NH2:20][N+:21]1[CH:26]=[CH:25][C:24](OC)=[CH:23][C:22]=1[C:29]#[C:30][CH2:31][CH3:32].O.C(OCC)(=O)C>O1CCCC1.CN(C)C=O>[CH2:31]([C:30]1[CH:29]=[C:22]2[C:23]([O:4][CH3:2])=[CH:24][CH:25]=[CH:26][N:21]2[N:20]=1)[CH3:32] |f:0.1,2.3|. Procedure details: Potassium tert-butoxide (11.1 g) was added to a solution of N-amino-2-(1-butynyl)-4-methoxypyridinium mesitylenesulfonate (20.7 g) in tetrahydrofuran (300 mL) and N,N-dimethylformamide (15 mL), and the mixture was stirred at room temperature for 1 hour. Water was added while cooling on ice, extraction was performed with ethyl acetate, the extract was washed with brine and dried over magnesium sulfate, and the solvent was distilled off under reduced pressure. The residue was subjected to silica g... Starting materials: O=C1CCCc2ccc([N+](=O)[O-])cc21, NO, c1ccncc1. The product is O=[N+]([O-])c1ccc2c(c1)C(=NO)CCC2. Reaction SMILES: [N+:1](=[O:2])([O-:3])[c:4]1[cH:5][cH:6][c:7]2[c:12]([cH:13]1)[C:11](=[O:14])[CH2:10][CH2:9][CH2:8]2.[NH2:15][OH:16].[cH:17]1[cH:18][cH:19][n:20][cH:21][cH:22]1>>[N+:1](=[O:2])([O-:3])[c:4]1[cH:5][cH:6][c:7]2[c:12]([cH:13]1)[C:11](=[N:15][OH:16])[CH2:10][CH2:9][CH2:8]2. Starting materials: C(CCCCCCC)OC1=CC=C(C=C1)C1=CC=C(C=C1)C(=O)Cl (4'-octyloxy-biphenyl-4-yl-carboxylic acid chloride), C(CCCCCC)C1=CC=C(C=C1)C1=CC=C(C=C1)C(=O)OC(C(=O)C1=CC=C(C=C1)OCC=C)C (1-methyl-2-(4'-allyloxy-phenyl)-2-keto-ethyl 4'-heptylbiphenyl-4-ylcarboxylate), C(CCCC)(=O)OC(C(=O)C1=CC=C(C=C1)O)C (4-(2-pentanoyloxy-1-keto-propyl)phenol), N,N-dicyclohexylcarbodiimide. The reagents and catalysts are CN(C)C=1C=CN=CC1 (DMAP). Conditions: time 3 hour. The product is C(CCCCCCC)OC1=CC=C(C=C1)C1=CC=C(C=C1)C(=O)OC1=CC=C(C=C1)C(C(C)OC(CCCC)=O)=O (4-(2-pentanoyloxy-1-keto-propyl)-phenyl 4'-octyloxybiphenyl-4-ylcarboxylate). As a reaction SMILES: [CH2:1]([O:9][C:10]1[CH:15]=[CH:14][C:13]([C:16]2[CH:21]=[CH:20][C:19]([C:22](Cl)=[O:23])=[CH:18][CH:17]=2)=[CH:12][CH:11]=1)[CH2:2][CH2:3][CH2:4][CH2:5][CH2:6][CH2:7][CH3:8].C(C1C=CC(C2C=CC(C(OC(C)C(C3C=CC(OCC=C)=CC=3)=O)=O)=CC=2)=CC=1)CCCCCC.[C:61]([O:67][CH:68]([CH3:78])[C:69]([C:71]1[CH:76]=[CH:75][C:74]([OH:77])=[CH:73][CH:72]=1)=[O:70])(=[O:66])[CH2:62][CH2:63][CH2:64][CH3:65]>CN(C1C=CN=CC=1)C>[CH2:1]([O:9][C:10]1[CH:15]=[CH:14][C:13]([C:16]2[CH:21]=[CH:20][C:19]([C:22]([O:77][C:74]3[CH:75]=[CH:76][C:71]([C:69](=[O:70])[CH:68]([O:67][C:61](=[O:66])[CH2:62][CH2:63][CH2:64][CH3:65])[CH3:78])=[CH:72][CH:73]=3)=[O:23])=[CH:18][CH:17]=2)=[CH:12][CH:11]=1)[CH2:2][CH2:3][CH2:4][CH2:5][CH2:6][CH2:7][CH3:8]. Reported procedure: A mixture of 500 mg of 4'-octyloxy-biphenyl-4-yl-carboxylic acid chloride, 400 mg of (S) 4-(2-pentanoyloxy-1-keto-propyl)phenol, 600 mg of N,N-dicyclohexylcarbodiimide, and 20 mg of DMAP was stirred at room temperature for three hours. A solid material precipitated was removed by filtration. The organic layer thus obtained was washed with an acid, an alkali, and with water, dried, and then concentrated. The reactants are OC=1C=CC=C2CCC(NC12)=O (8-hydroxy-3,4-dihydrocarbostyril), ( X ), nitric acid, nitric anhydride, [N+](=O)(O)[O-] (nitric acid), acetic acid, acetic anhydride, S(O)(O)(=O)=O (sulfuric acid). The product is OC=1C=CC(=C2CCC(NC12)=O)[N+](=O)[O-] (8-hydroxy-5-nitro-3,4-dihydrocarbostyril), ( IX ). RXN SMILES: [OH:1][C:2]1[CH:3]=[CH:4][CH:5]=[C:6]2[C:11]=1[NH:10][C:9](=[O:12])[CH2:8][CH2:7]2.[N+:13]([O-])([OH:15])=[O:14].S(=O)(=O)(O)O>>[OH:1][C:2]1[CH:3]=[CH:4][C:5]([N+:13]([O-:15])=[O:14])=[C:6]2[C:11]=1[NH:10][C:9](=[O:12])[CH2:8][CH2:7]2. Reported procedure: Known 8-hydroxy-3,4-dihydrocarbostyril of formula (X) is first reacted with a nitrating agent such as a mixture of concentrated nitric acid, nitric anhydride or fuming nitric acid and acetic acid, acetic anhydride or sulfuric acid to obtain 8-hydroxy-5-nitro-3,4-dihydrocarbostyril of formula (IX). The compound of formula (IX) is then reacted with a reducing agent such as a mixture of stannous chloride, tin, iron or zinc and hydrochloric acid or sulfuric acid, or hydrogenated in the presence of a... Reactants: ClC1=CC=C(C=N1)CN1N=C(C(C2=C1N=CC=C2)=O)C(=O)OCC (Ethyl 1-[(6-chloropyridin-3-yl)methyl]-4-oxo-1,4-dihydropyrido[2,3-c]pyridazine-3-carboxylate), O1CCOCC1 (dioxane), COC=1C=CC(=CC1)P2(=S)SP(=S)(S2)C=3C=CC(=CC3)OC (Lawesson's Reagent). The solvent is C1(=CC=CC=C1)C (toluene). Reaction conditions: temperature 110 celsius, time 30 minute. Product: ClC1=CC=C(C=N1)CN1N=C(C(C2=C1N=CC=C2)=S)C(=O)OCC (ethyl 1-[(6-chloropyridin-3-yl)methyl]-4-thioxo-1,4-dihydropyrido[2,3-c]pyridazine-3-carboxylate). RXN SMILES: [Cl:1][C:2]1[N:7]=[CH:6][C:5]([CH2:8][N:9]2[C:14]3[N:15]=[CH:16][CH:17]=[CH:18][C:13]=3[C:12](=O)[C:11]([C:20]([O:22][CH2:23][CH3:24])=[O:21])=[N:10]2)=[CH:4][CH:3]=1.O1CCOCC1.COC1C=CC(P2(SP(C3C=CC(OC)=CC=3)(=S)S2)=[S:40])=CC=1>C1(C)C=CC=CC=1>[Cl:1][C:2]1[N:7]=[CH:6][C:5]([CH2:8][N:9]2[C:14]3[N:15]=[CH:16][CH:17]=[CH:18][C:13]=3[C:12](=[S:40])[C:11]([C:20]([O:22][CH2:23][CH3:24])=[O:21])=[N:10]2)=[CH:4][CH:3]=1. Procedure details: Ethyl 1-[(6-chloropyridin-3-yl)methyl]-4-oxo-1,4-dihydropyrido[2,3-c]pyridazine-3-carboxylate (490 mg, 1.42 mmol) was suspended in toluene (5 mL) and dioxane (5 mL) and placed into a preheated oil bath at 110° C. The mixture was treated with Lawesson's Reagent (316 mg, 0.782 mmol, 0.55 equiv) portionwise over 45 minutes and stirred for an addition 30 minutes at 110° C. The mixture was cooled to ambient temperature and concentrated in vacuo. The residue was purified by silica gel gradient chromat... Starting materials: OC1=C(C(=O)N(C(C)C)C(C)C)C=CC(=C1)O (2,4-dihydroxy-N,N-bis(1-methylethyl)benzamide), C([O-])([O-])=O.[Cs+].[Cs+] (cesium carbonate), C(#N)C1=CC=C(OCCCCCBr)C=C1 (5-(4-cyanophenoxy)pentyl bromide). The solvent is CN(C=O)C (N,N-dimethylformamide). Conditions: temperature 40 celsius, time 24 hour. Product: C(#N)C1=CC=C(OCCCCCOC2=CC(=C(C(=O)N(C(C)C)C(C)C)C=C2)O)C=C1 (4-[5-(4-cyanophenoxy)pentyloxy]-2-hydroxy-N,N-bis(1-methylethyl)benzamide). As a reaction SMILES: [OH:1][C:2]1[CH:16]=[C:15]([OH:17])[CH:14]=[CH:13][C:3]=1[C:4]([N:6]([CH:10]([CH3:12])[CH3:11])[CH:7]([CH3:9])[CH3:8])=[O:5].C(=O)([O-])[O-].[Cs+].[Cs+].[C:24]([C:26]1[CH:38]=[CH:37][C:29]([O:30][CH2:31][CH2:32][CH2:33][CH2:34][CH2:35]Br)=[CH:28][CH:27]=1)#[N:25]>CN(C)C=O>[C:24]([C:26]1[CH:38]=[CH:37][C:29]([O:30][CH2:31][CH2:32][CH2:33][CH2:34][CH2:35][O:17][C:15]2[CH:14]=[CH:13][C:3]([C:4]([N:6]([CH:10]([CH3:11])[CH3:12])[CH:7]([CH3:8])[CH3:9])=[O:5])=[C:2]([OH:1])[CH:16]=2)=[CH:28][CH:27]=1)#[N:25] |f:1.2.3|. Procedure details: A solution of 2,4-dihydroxy-N,N-bis(1-methylethyl)benzamide (3 g, 12.7 mmol) in 30 mL of N,N-dimethylformamide is treated with cesium carbonate (4.97 g, 15.2 mmol), and 5-(4-cyanophenoxy)pentyl bromide (3.4 g, 1.27 mmol) and stirred at 40° C. for 24 hours. The reaction is partitioned between ethyl acetate and water, dried over sodium sulfate and concentrated in vacuo to afford a yellow foam. This material is purified by chromatography on silica gel (30 g) with 30-70% ethyl acetate/hexane as the ... Reactants: ClC1=NC(=NC(=C1)N1CCN(CC1)C)N (4-chloro-6-(4-methylpiperazin-1-yl)pyrimidin-2-amine), CC1(OB(OC1(C)C)C1=CC=C2CCN(CC2=C1)C(=O)OC(C)(C)C)C (tert-butyl 7-(4,4,5,5-tetramethyl-1,3,2-dioxaborolan-2-yl)-3,4-dihydroisoquinoline-2(1H)-carboxylate), [1,1′-bis(diphenylphosphino)ferrocene]dichloropalladium(II)dichloromethane, complex, C([O-])([O-])=O.[K+].[K+] (potassium carbonate), O (water). The solvent is CO (MeOH), O1CCOCC1 (1,4-dioxane). Run at temperature 110 celsius. The product is NC1=NC(=CC(=N1)C1=CC=C2CCN(CC2=C1)C(=O)OC(C)(C)C)N1CCN(CC1)C (tert-butyl 7-[2-amino-6-(4-methylpiperazin-1-yl)pyrimidin-4-yl]-3,4-dihydroisoquinoline-2(1H)-carboxylate). Yield: 74.9%. As a reaction SMILES: Cl[C:2]1[CH:7]=[C:6]([N:8]2[CH2:13][CH2:12][N:11]([CH3:14])[CH2:10][CH2:9]2)[N:5]=[C:4]([NH2:15])[N:3]=1.CC1(C)C(C)(C)OB([C:24]2[CH:33]=[C:32]3[C:27]([CH2:28][CH2:29][N:30]([C:34]([O:36][C:37]([CH3:40])([CH3:39])[CH3:38])=[O:35])[CH2:31]3)=[CH:26][CH:25]=2)O1.C(=O)([O-])[O-].[K+].[K+].O>O1CCOCC1.CO>[NH2:15][C:4]1[N:3]=[C:2]([C:24]2[CH:33]=[C:32]3[C:27]([CH2:28][CH2:29][N:30]([C:34]([O:36][C:37]([CH3:40])([CH3:39])[CH3:38])=[O:35])[CH2:31]3)=[CH:26][CH:25]=2)[CH:7]=[C:6]([N:8]2[CH2:13][CH2:12][N:11]([CH3:14])[CH2:10][CH2:9]2)[N:5]=1 |f:2.3.4|. Procedure: A mixture of 4-chloro-6-(4-methylpiperazin-1-yl)pyrimidin-2-amine (0.10 g, 0.44 mmol), tert-butyl 7-(4,4,5,5-tetramethyl-1,3,2-dioxaborolan-2-yl)-3,4-dihydroisoquinoline-2(1H)-carboxylate (0.16 g, 0.44 mmol), [1,1′-bis(diphenylphosphino)ferrocene]dichloropalladium(II)dichloromethane (1:1) complex (0.02 g, 0.02 mmol) and potassium carbonate (0.18 g, 1.3 mmol) in 1,4-dioxane (3 mL), and water (1 mL) was heated at 110° C. overnight. After cooled to r.t., the mixture was diluted with MeOH, filtered,...